Dataset: the Open Reaction Database (ORD), a public repository of structured organic reaction records. Task: describe an organic reaction: reactants, conditions, products, and yield Reactants: C(CCC)N([C@@H]([C@@H](O)C1=CC=CC=C1)C)CCCC ((1S,2R)-2-di-n-butylamino-1-phenyl-1-propanol), C(=O)C=1C=C(C(=O)OC(C)(C)C)C=CC1 (tert-butyl 3-formylbenzoate), [Cl-].[NH4+] (ammonium chloride), C(C)[Zn]CC (diethylzinc), Cl (hydrochloric acid). The solvent is C1(=CC=CC=C1)C (toluene), CCCCCC (hexane), CCCCCC (hexane). Run at time 20 minute. The product is O[C@@H](CC)C=1C=C(C(=O)OC(C)(C)C)C=CC1 (tert-butyl 3-[(1S)-1-hydroxypropyl]benzoate). Yield: 1950.8%. As a reaction SMILES: C(N(CCCC)[C@H:6]([CH3:15])[C@H:7]([C:9]1[CH:14]=[CH:13][CH:12]=[CH:11][CH:10]=1)[OH:8])CCC.C(C1C=C(C=CC=1)[C:25]([O:27][C:28]([CH3:31])([CH3:30])[CH3:29])=[O:26])=O.C([Zn]CC)C.[Cl-].[NH4+].Cl>C1(C)C=CC=CC=1.CCCCCC>[OH:8][C@H:7]([C:9]1[CH:10]=[C:11]([CH:12]=[CH:13][CH:14]=1)[C:25]([O:27][C:28]([CH3:31])([CH3:30])[CH3:29])=[O:26])[CH2:6][CH3:15] |f:3.4|. Procedure details: To the (1S,2R)-2-di-n-butylamino-1-phenyl-1-propanol (200 mg) in toluene (7 ml) solution, tert-butyl 3-formylbenzoate (3 g) in hexane (7 ml) solution was added and the mixture was stirred at room temperature for 20 minutes. Next, diethylzinc in 1N hexane solution (33 ml) was added to the reaction solution under ice cooling and the mixture was stirred at that temperature for 18 hours. Saturated ammonium chloride aqueous solution was added to the reaction solution, the mixture was stirred at 20 mi... Reactants: 103.9, sodium dihydro-bis(2-methoxyethoxy)aluminate, CC1=CC=CC=C1 (methylbenzene), 88.5, C1(=CC=CC=C1)C1=NC2=C(N1CCC)C=CC(=C2)C(=O)OC (methyl 2-phenyl-1-propyl-1H-benzimidazole-5-carboxylate), CC1=CC=CC=C1 (methylbenzene), 200, [OH-].[Na+] (sodium hydroxide). Solvent: O (water). Reaction conditions: time 1 hour. The product is 73, C1(=CC=CC=C1)C1=NC2=C(N1CCC)C=CC(=C2)CO (2-phenyl-1-propyl-1H-benzimidazole-5-methanol). Isolated yield 91.0%. Reaction SMILES: CC1C=CC=CC=1.[C:8]1([C:14]2[N:18]([CH2:19][CH2:20][CH3:21])[C:17]3[CH:22]=[CH:23][C:24]([C:26](OC)=[O:27])=[CH:25][C:16]=3[N:15]=2)[CH:13]=[CH:12][CH:11]=[CH:10][CH:9]=1.[OH-].[Na+]>O>[C:8]1([C:14]2[N:18]([CH2:19][CH2:20][CH3:21])[C:17]3[CH:22]=[CH:23][C:24]([CH2:26][OH:27])=[CH:25][C:16]=3[N:15]=2)[CH:13]=[CH:12][CH:11]=[CH:10][CH:9]=1 |f:2.3|. Procedure details: (a-4) To a stirred and cooled (ice-bath) solution of 103.9 parts of sodium dihydro-bis(2-methoxyethoxy)aluminate in 45 parts of methylbenzene was added dropwise a solution of 88.5 parts of methyl 2-phenyl-1-propyl-1H-benzimidazole-5-carboxylate in 270 parts of methylbenzene. Upon completion, stirring was continued for 1 hour at room temperature. The reaction mixture was decomposed by the addition of a mixture of 200 parts of a sodium hydroxide solution 7.5 N and 200 parts of water. The methylben...